Dataset: the Open Reaction Database (ORD), a public repository of structured organic reaction records. Task: describe an organic reaction: reactants, conditions, products, and yield Reactants: FC=1C=C(C=CC1)C(C(=O)O[C@H]1CN2CCC1CC2)N2CCCCC2 ((R)-Quinuclidin-3-yl 2-(3-fluorophenyl)-2-(piperidin-1-yl)acetate), BrCC(=O)C1=CC=CC=C1 (2-bromo-1-phenylethanone). The solvent is C(C)#N (acetonitrile). Conditions: time 16 hour. Yields the product [Br-].FC=1C=C(C=CC1)C(C(=O)O[C@H]1C[N+]2(CCC1CC2)CC(C2=CC=CC=C2)=O)N2CCCCC2 ((3R)-3-(2-(3-fluorophenyl)-2-(piperidin-1-yl)acetoxy)-1-(2-oxo-2-phenylethyl)-1-azoniabicyclo[2.2.2]octane bromide). Yield: 70.4%. As a reaction SMILES: [F:1][C:2]1[CH:3]=[C:4]([CH:8]([N:20]2[CH2:25][CH2:24][CH2:23][CH2:22][CH2:21]2)[C:9]([O:11][C@@H:12]2[CH:17]3[CH2:18][CH2:19][N:14]([CH2:15][CH2:16]3)[CH2:13]2)=[O:10])[CH:5]=[CH:6][CH:7]=1.[Br:26][CH2:27][C:28]([C:30]1[CH:35]=[CH:34][CH:33]=[CH:32][CH:31]=1)=[O:29]>C(#N)C>[Br-:26].[F:1][C:2]1[CH:3]=[C:4]([CH:8]([N:20]2[CH2:25][CH2:24][CH2:23][CH2:22][CH2:21]2)[C:9]([O:11][C@@H:12]2[CH:17]3[CH2:18][CH2:19][N+:14]([CH2:27][C:28](=[O:29])[C:30]4[CH:35]=[CH:34][CH:33]=[CH:32][CH:31]=4)([CH2:15][CH2:16]3)[CH2:13]2)=[O:10])[CH:5]=[CH:6][CH:7]=1 |f:3.4|. Procedure details: (R)-Quinuclidin-3-yl 2-(3-fluorophenyl)-2-(piperidin-1-yl)acetate (164 mg, 0.47 mmol) and 2-bromo-1-phenylethanone (104 mg, 0.52 mmol) were dissolved in acetonitrile (5 ml) and stirred at room temperature for 16 hours. The solvent was evaporated and the crude was triturated with Et2O, filtered under suction and washed with EtOAc and Et2O (1/1) to obtain (3R)-3-(2-(3-fluorophenyl)-2-(piperidin-1-yl)acetoxy)-1-(2-oxo-2-phenylethyl)-1-azoniabicyclo[2.2.2]octane bromide (180.5 mg; 69.9% yield) as a ... The reactants are C(C)(=O)NC1=CC=C(C(=O)N(C2=CC(=CC=C2)OC)CCN2CCC(CC2)C(C2=CC=C(C=C2)F)=O)C=C1 (4-Acetylamino-N-{2-[4-(4-fluorobenzoyl)piperidino]ethyl}-N-(3-methoxyphenyl)benzamide), C(\C=C\C(=O)O)(=O)O (fumaric acid). Run in CO (methanol), CO (methanol). The product is C(\C=C\C(=O)O)(=O)O.C(C)(=O)NC1=CC=C(C(=O)N(C2=CC(=CC=C2)OC)CCN2CCC(CC2)C(C2=CC=C(C=C2)F)=O)C=C1 (4-Acetylamino-N-{2-[4-(4-fluorobenzoyl)piperidino]ethyl}-N-(3-methoxyphenyl)benzamide fumarate). The yield is 79.9%. Reaction SMILES: [C:1]([NH:4][C:5]1[CH:38]=[CH:37][C:8]([C:9]([N:11]([CH2:20][CH2:21][N:22]2[CH2:27][CH2:26][CH:25]([C:28](=[O:36])[C:29]3[CH:34]=[CH:33][C:32]([F:35])=[CH:31][CH:30]=3)[CH2:24][CH2:23]2)[C:12]2[CH:17]=[CH:16][CH:15]=[C:14]([O:18][CH3:19])[CH:13]=2)=[O:10])=[CH:7][CH:6]=1)(=[O:3])[CH3:2].[C:39]([OH:46])(=[O:45])/[CH:40]=[CH:41]/[C:42]([OH:44])=[O:43]>CO>[C:39]([OH:46])(=[O:45])/[CH:40]=[CH:41]/[C:42]([OH:44])=[O:43].[C:1]([NH:4][C:5]1[CH:38]=[CH:37][C:8]([C:9]([N:11]([CH2:20][CH2:21][N:22]2[CH2:23][CH2:24][CH:25]([C:28](=[O:36])[C:29]3[CH:30]=[CH:31][C:32]([F:35])=[CH:33][CH:34]=3)[CH2:26][CH2:27]2)[C:12]2[CH:17]=[CH:16][CH:15]=[C:14]([O:18][CH3:19])[CH:13]=2)=[O:10])=[CH:7][CH:6]=1)(=[O:3])[CH3:2] |f:3.4|. Reported procedure: 4-Acetylamino-N-{2-[4-(4-fluorobenzoyl)piperidino]ethyl}-N-(3-methoxyphenyl)benzamide (282.4 mg, 0.55 mmol) was dissolved in methanol (1.5 ml) and mixed with a methanol solution (3.0 ml) of fumaric acid (63.8 mg, 0.55 mmol) at 0° C. Thereafter, the thus precipitated crystals were collected by filtration and washed with ether to obtain 278.3 mg (80.0%) of the title compound in a colorless powder form. Starting materials: CC(=CC(=O)O)\C=C/CC(CCCC(C)C)C (cis 3,7,11-trimethyldodeca-2,4-dienoic acid), C(C)[Li] (ethyllithium), [Cl-].[NH4+] (ammonium chloride), CCOCC (ether), solution, CCOCC (ether), resultant solution. Run in C1=CC=CC=C1 (benzene). Reaction conditions: time 0.5 hour. The product is CC(=CC(CC)=O)C=CCC(CCCC(C)C)C (5,9,13-trimethyltetradeca-4,6-dien-3-one). Reaction SMILES: [CH3:1][C:2](/[CH:7]=[CH:8]\[CH2:9][CH:10]([CH3:17])[CH2:11][CH2:12][CH2:13][CH:14]([CH3:16])[CH3:15])=[CH:3][C:4]([OH:6])=O.[CH3:18][CH2:19]OCC.C([Li])C.[Cl-].[NH4+]>C1C=CC=CC=1>[CH3:1][C:2]([CH:7]=[CH:8][CH2:9][CH:10]([CH3:17])[CH2:11][CH2:12][CH2:13][CH:14]([CH3:16])[CH3:15])=[CH:3][C:4](=[O:6])[CH2:18][CH3:19] |f:3.4|. Procedure: To a solution of 3.00 g. of trans/cis 3,7,11-trimethyldodeca-2,4-dienoic acid in 50 ml. ether at 0° under nitrogen is added 28.00 ml. of 0.9 M solution of ethyllithium in benzene. The solution is stirred for 1/2 hour at 0° and then overnight at room temperature. To the reaction mixture is added 50 ml. of ether and the resultant solution is added dropwise with stirring to 300 ml. saturated aqueous ammonium chloride. The organic layer is separated and is washed in turn with 50 ml. saturated aqueou... Yields the product ClC=1C(=NC=CN1)C=O (3-chloropyrazine-2-carbaldehyde). Solvent: C1CCOC1 (THF). The reactants are CN(C)C=O (DMF), CC1(NC(CCC1)(C)C)C (2,2,6,6-tetramethylpiperidine), ClC1=NC=CN=C1 (2-chloropyrazine), C(CCC)[Li] (n-butyllithium). Conditions: temperature -78 celsius, time 5 minute. Reported procedure: A flame dried and cooled 100 mL round bottom flask was charged with 2,2,6,6-tetramethylpiperidine (2.5 mL, 14.96 mmol) and anhydrous THF (25 mL) under a nitrogen atmosphere. The contents were cooled to −78° C. and n-butyllithium (2.5 M in hexane, 5.7 mL, ˜14.28 mmol) was added dropwise over a 5 minute period. The reaction mixture was stirred at −78° C. for 5 minutes, bought to 0° C. and stirred at 0° C. for 25 minutes. The reaction mixture was recooled to −78° C. and 2-chloropyrazine (0.78 g, 1 ... As a reaction SMILES: CC1(C)CCCC(C)(C)N1.C([Li])CCC.[Cl:16][C:17]1[CH:22]=[N:21][CH:20]=[CH:19][N:18]=1.CN([CH:26]=[O:27])C>C1COCC1>[Cl:16][C:17]1[C:22]([CH:26]=[O:27])=[N:21][CH:20]=[CH:19][N:18]=1. Reactants: C1CCOC1, CNC, O=C1Cc2ccc([N+](=O)[O-])cc2C1, O. Yields the product CN(C)C1=Cc2cc([N+](=O)[O-])ccc2C1. As a reaction SMILES: [CH2:18]1[O:19][CH2:20][CH2:21][CH2:22]1.[CH3:14][NH:15][CH3:16].[N+:1](=[O:2])([O-:3])[c:4]1[cH:5][c:6]2[c:10]([cH:11][cH:12]1)[CH2:9][C:8](=[O:13])[CH2:7]2.[OH2:17]>>[N+:1](=[O:2])([O-:3])[c:4]1[cH:5][c:6]2[c:10]([cH:11][cH:12]1)[CH2:9][C:8]([N:15]([CH3:14])[CH3:16])=[CH:7]2. The reactants are C(=O)(OCC)C(CCCCCC=1C(CCC1)=O)(CC)C(=O)OCC.C=1C(=CC=[N+](C1)C[N+]2=CC=C(C=C2)/C=N/O)/C=N/O.[Br-].[Br-] (2-(6,6-dicarbethoxyoctyl)-2-cyclopentenone methoxime), [OH-].[K+] (potassium hydroxide). The solvent is CO (methanol). Product: C(=O)(O)C(CCCCCC=1C(CCC1)=O)(CC)C(=O)O.C=1C(=CC=[N+](C1)C[N+]2=CC=C(C=C2)/C=N/O)/C=N/O.[Br-].[Br-] (2-(6,6-dicarboxyoctyl)-2-cyclopentenone methoxime). As a reaction SMILES: [C:1]([C:6]([C:20]([O:22]CC)=[O:21])([CH2:18][CH3:19])[CH2:7][CH2:8][CH2:9][CH2:10][CH2:11][C:12]1[C:13](=[O:17])[CH2:14][CH2:15][CH:16]=1)([O:3]CC)=[O:2].[CH:25]1[C:26](/[CH:41]=[N:42]/[OH:43])=[CH:27][CH:28]=[N+:29]([CH2:31][N+:32]2[CH:37]=[CH:36][C:35](/[CH:38]=[N:39]/[OH:40])=[CH:34][CH:33]=2)[CH:30]=1.[Br-:44].[Br-].[OH-].[K+]>CO>[C:1]([C:6]([C:20]([OH:22])=[O:21])([CH2:18][CH3:19])[CH2:7][CH2:8][CH2:9][CH2:10][CH2:11][C:12]1[C:13](=[O:17])[CH2:14][CH2:15][CH:16]=1)([OH:3])=[O:2].[CH:27]1[C:26](/[CH:41]=[N:42]/[OH:43])=[CH:25][CH:30]=[N+:29]([CH2:31][N+:32]2[CH:33]=[CH:34][C:35](/[CH:38]=[N:39]/[OH:40])=[CH:36][CH:37]=2)[CH:28]=1.[Br-:44].[Br-:44] |f:0.1.2.3,4.5,7.8.9.10|. Procedure: Treatment of 2-(6,6-dicarbethoxyoctyl)-2-cyclopentenone methoxime (Example 27) with potassium hydroxide, and 1:1 aqueous methanol in the manner described in Example 20 gives a light yellow oil.